From a dataset of the Open Reaction Database (ORD), a public repository of structured organic reaction records. describe an organic reaction: reactants, conditions, products, and yield The reactants are ClC1=C(C=CC=C1)C(CC(=O)C=1C=CC(N(C1)C)=O)C1=CC=C(C=C1)S(=O)(=O)C (5-[3-(2-chloro-phenyl)-3-(4-methanesulfonyl-phenyl)-propionyl]-1-methyl-1H-pyridin-2-one), Cl.NO (hydroxylamine hydrochloride), C(=O)(O)[O-].[Na+] (NaHCO3). The product is ClC1=C(C=CC=C1)C(C\C(=N/O)\C=1C=CC(N(C1)C)=O)C1=CC=C(C=C1)S(=O)(=O)C ((E)-5-(3-(2-Chlorophenyl)-1-(hydroxyimino)-3-(4-(methylsulfonyl)phenyl)propyl)-1-methylpyridin-2(1H)-one). As a reaction SMILES: [Cl:1][C:2]1[CH:7]=[CH:6][CH:5]=[CH:4][C:3]=1[CH:8]([C:20]1[CH:25]=[CH:24][C:23]([S:26]([CH3:29])(=[O:28])=[O:27])=[CH:22][CH:21]=1)[CH2:9][C:10]([C:12]1[CH:13]=[CH:14][C:15](=[O:19])[N:16]([CH3:18])[CH:17]=1)=O.Cl.[NH2:31][OH:32].C([O-])(O)=O.[Na+]>>[Cl:1][C:2]1[CH:7]=[CH:6][CH:5]=[CH:4][C:3]=1[CH:8]([C:20]1[CH:25]=[CH:24][C:23]([S:26]([CH3:29])(=[O:28])=[O:27])=[CH:22][CH:21]=1)[CH2:9]/[C:10](/[C:12]1[CH:13]=[CH:14][C:15](=[O:19])[N:16]([CH3:18])[CH:17]=1)=[N:31]\[OH:32] |f:1.2,3.4|. Procedure: In analogy to example 151, step 3, 5-[3-(2-chloro-phenyl)-3-(4-methanesulfonyl-phenyl)-propionyl]-1-methyl-1H-pyridin-2-one was reacted with hydroxylamine hydrochloride in the presence of NaHCO3 to give the title compound as a colorless solid, MS (ESI+): m/z=445.2 [M+H]+. Reactants: [Cl-], [Cl-], [Cl-], [Cl-], COc1c(Cl)cccc1C(C)(C)CC(O)(C=O)C(F)(F)F, ClCCl, Nc1cccc2c(=O)[nH]ncc12, [Ti+4]. Yields the product COc1c(Cl)ccc2c1C(C)(C)CC(O)(C(F)(F)F)C2Nc1cccc2c(=O)[nH]ncc12. As a reaction SMILES: [Cl-:37].[Cl-:38].[Cl-:39].[Cl-:40].[Cl:1][c:2]1[c:3]([O:20][CH3:21])[c:4]([C:8]([CH2:9][C:10]([CH:11]=[O:12])([C:13]([F:14])([F:15])[F:16])[OH:17])([CH3:18])[CH3:19])[cH:5][cH:6][cH:7]1.[Cl:34][CH2:35][Cl:36].[NH2:22][c:23]1[c:24]2[cH:25][n:26][nH:27][c:28](=[O:33])[c:29]2[cH:30][cH:31][cH:32]1.[Ti+4:41]>>[Cl:1][c:2]1[c:3]([O:20][CH3:21])[c:4]2[c:5]([cH:6][cH:7]1)[CH:11]([NH:22][c:23]1[c:24]3[cH:25][n:26][nH:27][c:28](=[O:33])[c:29]3[cH:30][cH:31][cH:32]1)[C:10]([C:13]([F:14])([F:15])[F:16])([OH:17])[CH2:9][C:8]2([CH3:18])[CH3:19]. The reactants are BrC=1C=C2C=NN(C2=CC1)C1OCCCC1 (5-bromo-1-(tetrahydro-2H-pyran-2-yl)-1H-indazole), C(C=C)(=O)OCC (ethyl acrylate), C1(=C(C=CC=C1)P(C1=C(C=CC=C1)C)C1=C(C=CC=C1)C)C (tri-o-tolylphosphine), TEA. The solvent is C(C)#N (ACN). Run at temperature 90 celsius. Yields the product O1C(CCCC1)N1N=CC2=CC(=CC=C12)/C=C/C(=O)OCC ((E)-ethyl 3-(1-(tetrahydro-2H-pyran-2-yl)-1H-indazol-5-yl)acrylate). RXN SMILES: Br[C:2]1[CH:3]=[C:4]2[C:8](=[CH:9][CH:10]=1)[N:7]([CH:11]1[CH2:16][CH2:15][CH2:14][CH2:13][O:12]1)[N:6]=[CH:5]2.[C:17]([O:21][CH2:22][CH3:23])(=[O:20])[CH:18]=[CH2:19].C1(C)C=CC=CC=1P(C1C=CC=CC=1C)C1C=CC=CC=1C>C(#N)C.C1C=CC(/C=C/C(/C=C/C2C=CC=CC=2)=O)=CC=1.C1C=CC(/C=C/C(/C=C/C2C=CC=CC=2)=O)=CC=1.C1C=CC(/C=C/C(/C=C/C2C=CC=CC=2)=O)=CC=1.C(Cl)(Cl)Cl.[Pd].[Pd]>[O:12]1[CH2:13][CH2:14][CH2:15][CH2:16][CH:11]1[N:7]1[C:8]2[C:4](=[CH:3][C:2](/[CH:19]=[CH:18]/[C:17]([O:21][CH2:22][CH3:23])=[O:20])=[CH:10][CH:9]=2)[CH:5]=[N:6]1 |f:4.5.6.7.8.9|. The yield is 86.0%. Procedure: To a solution of 5-bromo-1-(tetrahydro-2H-pyran-2-yl)-1H-indazole (0.85 g, 3.02 mmol) in ACN (20 mL), ethyl acrylate (0.605 g, 6.05 mmol), tri-o-tolylphosphine (0.368 g, 1.209 mmol), and TEA (1.204 ml, 9.07 mmol) were added. The reaction mixture was purged with nitrogen and then Pd2(dba)3 CHCl3 adduct (0.313 g, 0.302 mmol) was added. The reaction was heated at 90° C. overnight. The solvent was removed under vacuum. The residue was dissolved in ethyl acetate (15 mL), washed with water (10 mL), br... The reagents and catalysts are C1=CC=C(C=C1)/C=C/C(=O)/C=C/C2=CC=CC=C2.C1=CC=C(C=C1)/C=C/C(=O)/C=C/C2=CC=CC=C2.C1=CC=C(C=C1)/C=C/C(=O)/C=C/C2=CC=CC=C2.C(Cl)(Cl)Cl.[Pd].[Pd] (Pd2(dba)3 CHCl3). Reactants: CN(C)C=O, Fc1ccc2[nH]ccc2c1, [H-], CI, [Na+]. Yields the product Cn1ccc2cc(F)ccc21. As a reaction SMILES: [CH3:15][N:16]([CH3:17])[CH:18]=[O:19].[F:1][c:2]1[cH:3][c:4]2[cH:5][cH:6][nH:7][c:8]2[cH:9][cH:10]1.[H-:11].[I:13][CH3:14].[Na+:12]>>[F:1][c:2]1[cH:3][c:4]2[cH:5][cH:6][n:7]([CH3:14])[c:8]2[cH:9][cH:10]1. Starting materials: CN(C)C=O, CN1CCCC1=O, CCO, Cl, Cl, NC1CNC1, Nc1nc(-n2cc(C(=O)O)c(=O)c3cc(F)c(F)c(Cl)c32)c(Cl)cc1F. Product: Nc1nc(-n2cc(C(=O)O)c(=O)c3cc(F)c(N4CC(N)C4)c(Cl)c32)c(Cl)cc1F. Reaction SMILES: [CH3:1][N:2]([CH3:3])[CH:4]=[O:5].[CH3:39][N:40]1[CH2:41][CH2:42][CH2:43][C:44]1=[O:45].[CH3:46][CH2:47][OH:48].[ClH:32].[ClH:33].[NH2:34][CH:35]1[CH2:36][NH:37][CH2:38]1.[NH2:6][c:7]1[c:8]([F:31])[cH:9][c:10]([Cl:30])[c:11](-[n:13]2[cH:14][c:15]([C:27](=[O:28])[OH:29])[c:16](=[O:26])[c:17]3[cH:18][c:19]([F:25])[c:20]([F:24])[c:21]([Cl:23])[c:22]23)[n:12]1>>[NH2:6][c:7]1[c:8]([F:31])[cH:9][c:10]([Cl:30])[c:11](-[n:13]2[cH:14][c:15]([C:27](=[O:28])[OH:29])[c:16](=[O:26])[c:17]3[cH:18][c:19]([F:25])[c:20]([N:37]4[CH2:36][CH:35]([NH2:34])[CH2:38]4)[c:21]([Cl:23])[c:22]23)[n:12]1. The reactants are c1ccc(CC2CO2)cc1, O=C1C(=O)c2ccc(Cl)cc2C2=C1SCC1(CCNCC1)O2. Yields the product O=C1C(=O)c2ccc(Cl)cc2C2=C1SCC1(CCN(CC(O)Cc3ccccc3)CC1)O2. RXN SMILES: [CH2:23]([c:24]1[cH:25][cH:26][cH:27][cH:28][cH:29]1)[CH:30]1[O:31][CH2:32]1.[Cl:1][c:2]1[cH:3][cH:4][c:5]2[c:19]([cH:20]1)[C:9]1=[C:8]([C:7](=[O:21])[C:6]2=[O:22])[S:13][CH2:12][C:11]2([O:10]1)[CH2:14][CH2:15][NH:16][CH2:17][CH2:18]2>>[Cl:1][c:2]1[cH:3][cH:4][c:5]2[c:19]([cH:20]1)[C:9]1=[C:8]([C:7](=[O:21])[C:6]2=[O:22])[S:13][CH2:12][C:11]2([O:10]1)[CH2:14][CH2:15][N:16]([CH2:32][CH:30]([CH2:23][c:24]1[cH:25][cH:26][cH:27][cH:28][cH:29]1)[OH:31])[CH2:17][CH2:18]2. Reactants: C(=O)([O-])[O-].[Na+].[Na+] (Na2CO3), NC1=C(C=C(C=C1)B1OC(C(O1)(C)C)(C)C)NC(C1=CC=C(C=C1)OC)=O (N-[2-Amino-5-(4,4,5,5-tetramethyl-[1,3,2]dioxaborolan-2-yl)-phenyl]-4-methoxy-benzamide), BrC1=CC=C(C=C1)C(C)=O (1-(4-bromophenyl)ethanone), aryl bromide, COCCOC (DME). The reagents and catalysts are C=1C=CC(=CC1)[P](C=2C=CC=CC2)(C=3C=CC=CC3)[Pd]([P](C=4C=CC=CC4)(C=5C=CC=CC5)C=6C=CC=CC6)([P](C=7C=CC=CC7)(C=8C=CC=CC8)C=9C=CC=CC9)[P](C=1C=CC=CC1)(C=1C=CC=CC1)C=1C=CC=CC1 (Pd(PPh3)4). Solvent: O (H2O). Run at temperature 75 celsius, time 8 hour. Yields the product C(C)(=O)C1=CC=C(C=C1)C1=CC(=C(C=C1)N)NC(C1=CC=C(C=C1)OC)=O (N-(4′-Acetyl-4-amino-biphenyl-3-yl)-4-methoxy-benzamide). Isolated yield 25.2%. RXN SMILES: [NH2:1][C:2]1[CH:7]=[CH:6][C:5](B2OC(C)(C)C(C)(C)O2)=[CH:4][C:3]=1[NH:17][C:18](=[O:27])[C:19]1[CH:24]=[CH:23][C:22]([O:25][CH3:26])=[CH:21][CH:20]=1.Br[C:29]1[CH:34]=[CH:33][C:32]([C:35](=[O:37])[CH3:36])=[CH:31][CH:30]=1.COCCOC.C([O-])([O-])=O.[Na+].[Na+]>C1C=CC([P]([Pd]([P](C2C=CC=CC=2)(C2C=CC=CC=2)C2C=CC=CC=2)([P](C2C=CC=CC=2)(C2C=CC=CC=2)C2C=CC=CC=2)[P](C2C=CC=CC=2)(C2C=CC=CC=2)C2C=CC=CC=2)(C2C=CC=CC=2)C2C=CC=CC=2)=CC=1.O>[C:35]([C:32]1[CH:33]=[CH:34][C:29]([C:5]2[CH:6]=[CH:7][C:2]([NH2:1])=[C:3]([NH:17][C:18](=[O:27])[C:19]3[CH:20]=[CH:21][C:22]([O:25][CH3:26])=[CH:23][CH:24]=3)[CH:4]=2)=[CH:30][CH:31]=1)(=[O:37])[CH3:36] |f:3.4.5,^1:53,55,74,93|. Procedure: In a pressure vessel, N-[2-Amino-5-(4,4,5,5-tetramethyl-[1,3,2]dioxaborolan-2-yl)-phenyl]-4-methoxybenzamide (116) (170 mg, 0.462 mmol), 1-(4-bromophenyl)ethanone (184 mg, 0.923 mmol), (or any aryl bromide from the tables below), DME (4.6 mL per mmol of 116) and H2O (2.15 mL per mmol of 116) were added. Air was then removed by vacuum and then the vessel was purged with nitrogen. Pd(PPh3)4 (27 mg, 0.023 mmol, 0.05 eq.) and Na2CO3 (147 mg, 1.38 mmol, 3.0 eq.) were then added and oxygen was removed... Starting materials: CC1=C(C(=O)O)C=C(C=C1C)[N+](=O)[O-] (2,3-dimethyl-5-nitrobenzoic acid), C(C(=O)Cl)(=O)Cl (oxalylchloride), C1(=CC=CC=C1)[O-].[Na+] (sodium phenolate), Cl (hydrochloric acid). Run in ClCCl (dichloromethane), CN(C=O)C (dimethylformamide), O1CCCC1 (tetrahydrofuran). Conditions: time 1 hour. Product: C1(=CC=CC=C1)OC(C1=C(C(=CC(=C1)[N+](=O)[O-])C)C)=O (2,3-dimethyl-5-nitrobenzoic acid phenyl ester). Isolated yield 63.5%. RXN SMILES: [CH3:1][C:2]1[C:10]([CH3:11])=[CH:9][C:8]([N+:12]([O-:14])=[O:13])=[CH:7][C:3]=1[C:4]([OH:6])=[O:5].C(Cl)(=O)C(Cl)=O.[C:21]1([O-])[CH:26]=[CH:25][CH:24]=[CH:23][CH:22]=1.[Na+].Cl>ClCCl.O1CCCC1.CN(C)C=O>[C:21]1([O:5][C:4](=[O:6])[C:3]2[CH:7]=[C:8]([N+:12]([O-:14])=[O:13])[CH:9]=[C:10]([CH3:11])[C:2]=2[CH3:1])[CH:26]=[CH:25][CH:24]=[CH:23][CH:22]=1 |f:2.3|. Reported procedure: To a solution of 2,3-dimethyl-5-nitrobenzoic acid (1.7 g) in dichloromethane (20 ml) was added oxalylchloride (1.0 ml) and dimethylformamide (0.05 ml). After the solution was stirred for 1 hour at room temperature, the solvent was removed in vacuo. The residue was dissolved in tetrahydrofuran (20 ml). To the solution was added a solution of sodium phenolate (20 mmol) in tetrahydrofuran (20 ml) at 0° C. The mixture was stirred for 30 minutes and poured into diluted hydrochloric acid (110 ml). The... Reactants: CO, Cn1c(NC2CCN(Cc3ccccc3)C(Cc3ccccc3)C2)nc2ccccc21. Product: Cn1c(NC2CCNC(Cc3ccccc3)C2)nc2ccccc21. As a reaction SMILES: [CH3:32][OH:33].[c:1]1([CH2:2][N:8]2[CH:9]([CH2:25][c:26]3[cH:27][cH:28][cH:29][cH:30][cH:31]3)[CH2:10][CH:11]([NH:14][c:15]3[n:16][c:17]4[c:18]([n:19]3[CH3:20])[cH:21][cH:22][cH:23][cH:24]4)[CH2:12][CH2:13]2)[cH:3][cH:4][cH:5][cH:6][cH:7]1>>[NH:8]1[CH:9]([CH2:25][c:26]2[cH:27][cH:28][cH:29][cH:30][cH:31]2)[CH2:10][CH:11]([NH:14][c:15]2[n:16][c:17]3[c:18]([n:19]2[CH3:20])[cH:21][cH:22][cH:23][cH:24]3)[CH2:12][CH2:13]1. Reaction SMILES: [C:1]([N:9]1[CH2:12][C:11]2([CH2:21][C:20](=[O:22])[C:19]3[C:14](=[CH:15][CH:16]=[C:17](/[CH:23]=[CH:24]/[C:25](O)=[O:26])[CH:18]=3)[O:13]2)[CH2:10]1)(=[O:8])[C:2]1[CH:7]=[CH:6][CH:5]=[CH:4][CH:3]=1.C(Cl)CCl.C1C=CC2N(O)N=NC=2C=1.[NH2:42][O:43][CH:44]1[CH2:49][CH2:48][CH2:47][CH2:46][O:45]1>C(Cl)Cl>[C:1]([N:9]1[CH2:12][C:11]2([CH2:21][C:20](=[O:22])[C:19]3[C:14](=[CH:15][CH:16]=[C:17](/[CH:23]=[CH:24]/[C:25]([NH:42][O:43][CH:44]4[CH2:49][CH2:48][CH2:47][CH2:46][O:45]4)=[O:26])[CH:18]=3)[O:13]2)[CH2:10]1)(=[O:8])[C:2]1[CH:7]=[CH:6][CH:5]=[CH:4][CH:3]=1. Procedure details: A suspension of (E)-3-[1′-benzoyl-4-oxo-spiro(chromane-2,3′-azetidine)-6-yl]-acrylic acid (200 mg, 0.50 mmol) in DCM (5 ml) was treated with TEA (0.11 ml, 0.82 mmol) and then with EDC (158 mg, 0.827 mmol), HOBt (107 mg, 0.793 mmol) and NH2OTHP (74 mg, 0.63 mmol) following the procedure described in Example 30, Step B, giving (E)-3-[1′-benzoyl-4-oxo-spiro(chromane-2,3′-azetidine)-6-yl]-N-(tetrahydro-pyran-2-yloxy)-acrylamide (120 mg) as a light yellow solid. The solvent is C(Cl)Cl (DCM). Yield: 51.9%. Yields the product C(C1=CC=CC=C1)(=O)N1CC2(C1)OC1=CC=C(C=C1C(C2)=O)/C=C/C(=O)NOC2OCCCC2 ((E)-3-[1′-benzoyl-4-oxo-spiro(chromane-2,3′-azetidine)-6-yl]-N-(tetrahydro-pyran-2-yloxy)-acrylamide). Starting materials: C=1C=CC2=C(C1)N=NN2O (HOBt), C(C1=CC=CC=C1)(=O)N1CC2(C1)OC1=CC=C(C=C1C(C2)=O)/C=C/C(=O)O ((E)-3-[1′-benzoyl-4-oxo-spiro(chromane-2,3′-azetidine)-6-yl]-acrylic acid), TEA, C(CCl)Cl (EDC), NOC1OCCCC1 (NH2OTHP).